Dataset: the Open Reaction Database (ORD), a public repository of structured organic reaction records. Task: describe an organic reaction: reactants, conditions, products, and yield Starting materials: OC1=CC=NN1C1=NC=CC(=C1)C#N (2-(5-hydroxy-1H-pyrazol-1-yl)pyridine-4-carbonitrile), FC1=CC(=C(C=C1)CO)OCC1=CC=C(C=C1)F ([4-fluoro-2-[(4-fluorophenyl)methoxy]phenyl]methanol). The product is FC1=CC(=C(C=C1)COC1=CC=NN1C1=NC=CC(=C1)C#N)OCC1=CC=C(C=C1)F (2-[5-[[4-fluoro-2-[(4-fluorophenyl)methoxy]phenyl]methoxy]pyrazol-1-yl]pyridine-4-carbonitrile). As a reaction SMILES: [OH:1][C:2]1[N:6]([C:7]2[CH:12]=[C:11]([C:13]#[N:14])[CH:10]=[CH:9][N:8]=2)[N:5]=[CH:4][CH:3]=1.[F:15][C:16]1[CH:21]=[CH:20][C:19]([CH2:22]O)=[C:18]([O:24][CH2:25][C:26]2[CH:31]=[CH:30][C:29]([F:32])=[CH:28][CH:27]=2)[CH:17]=1>>[F:15][C:16]1[CH:21]=[CH:20][C:19]([CH2:22][O:1][C:2]2[N:6]([C:7]3[CH:12]=[C:11]([C:13]#[N:14])[CH:10]=[CH:9][N:8]=3)[N:5]=[CH:4][CH:3]=2)=[C:18]([O:24][CH2:25][C:26]2[CH:27]=[CH:28][C:29]([F:32])=[CH:30][CH:31]=2)[CH:17]=1. Procedure details: The title compound was prepared from 2-(5-hydroxy-1H-pyrazol-1-yl)pyridine-4-carbonitrile and [4-fluoro-2-[(4-fluorophenyl)methoxy]phenyl]methanol according to the procedure for the preparation of Example 39, part C. [M+H] Calc'd for C23H16F2N4O2, 419. Found, 419.